The task is: describe an organic reaction: reactants, conditions, products, and yield. This data is from the Open Reaction Database (ORD), a public repository of structured organic reaction records. The reactants are C(C)(C)N1N=CC=C1C1=C(CCOC1)C(=O)OCC (ethyl 5-(1-isopropyl-1H-pyrazol-5-yl)-3,6-dihydro-2H-pyran-4-carboxylate), [H-].[H-].[H-].[H-].[Li+].[Al+3] (LiAlH4). Solvent: C1CCOC1 (THF). Conditions: temperature -20 celsius, time 30 minute. Product: C(C)(C)N1N=CC=C1C1=C(CCOC1)CO ((5-(1-isopropyl-1H-pyrazol-5-yl)-3,6-dihydro-2H-pyran-4-yl)methanol). Yield: 99.1%. Reaction SMILES: [CH:1]([N:4]1[C:8]([C:9]2[CH2:14][O:13][CH2:12][CH2:11][C:10]=2[C:15](OCC)=[O:16])=[CH:7][CH:6]=[N:5]1)([CH3:3])[CH3:2].[H-].[H-].[H-].[H-].[Li+].[Al+3]>C1COCC1>[CH:1]([N:4]1[C:8]([C:9]2[CH2:14][O:13][CH2:12][CH2:11][C:10]=2[CH2:15][OH:16])=[CH:7][CH:6]=[N:5]1)([CH3:3])[CH3:2] |f:1.2.3.4.5.6|. Procedure details: To a solution of ethyl 5-(1-isopropyl-1H-pyrazol-5-yl)-3,6-dihydro-2H-pyran-4-carboxylate (600 mg, 2.27 mmol) in THF (10 mL) was added LiAlH4 (1M in THF, 2.72 mL, 2.72 mmol) at −20° C., the reaction was stirred at −20° C. for 30 min, and was quenched with Sat. NH4Cl, the aqueous layer was extracted with EtOAc, the combined organics were washed with brine, dried and concentrated to give crude oil, which was purified by column (Hexanes/EtOAc=100:0 to 20:80) to give (5-(1-isopropyl-1H-pyrazol-5-yl)... The reactants are [O-]C#N.[K+] (potassium cyanate), C(C)(=O)NC(C(=O)OC)CC1C(CCCC1)=O (Methyl 2-acetamido-3-(2-oxocyclohexyl)propanoate), Cl (HCl), [OH-].[Na+] (NaOH). Reaction conditions: temperature 92.5 celsius, time 3 hour. Yields the product O=C1C(CCCC1)CC(C(=O)O)NC(=O)N (3-(2-oxocyclohexyl)-2-ureidopropanoic acid). Isolated yield 30.0%. Reaction SMILES: [C:1]([NH:4][CH:5]([CH2:10][CH:11]1[CH2:16][CH2:15][CH2:14][CH2:13][C:12]1=[O:17])[C:6]([O:8]C)=[O:7])(=[O:3])C.Cl.[OH-].[Na+].[O-]C#[N:23].[K+]>>[O:17]=[C:12]1[CH2:13][CH2:14][CH2:15][CH2:16][CH:11]1[CH2:10][CH:5]([NH:4][C:1]([NH2:23])=[O:3])[C:6]([OH:8])=[O:7] |f:2.3,4.5|. Procedure details: Methyl 2-acetamido-3-(2-oxocyclohexyl)propanoate (15.0 g, 62.2 mmol, prepared as described in EP 84164) was dissolved in 30 mL 6N HCl aq. (180 mmol) and heated at 90-95° C. for 4 h. The resulting reaction mixture was cooled in an ice-bath and neutralized to pH 7.0 with 23 mL 10N NaOH aq. (230 mmol), maintaining the temperature at 15-25° C. Then, potassium cyanate (4.8 g, 69 mmol) was added and the mixture was heated to 60° C. After 3 h, the solution was cooled to 50° C. Decolorizing carbon (1.0 ... Starting materials: NC1=C(C=C(C(=O)CCC(=O)O)C=C1)[N+](=O)[O-] (3-(4-amino-3-nitro-benzoyl)-propionic acid), O.NN (hydrazine hydrate). Solvent: C(C)(=O)O (acetic acid). The product is NC1=C(C=C(C=C1)C=1CCC(NN1)=O)[N+](=O)[O-] (6-(4'-Amino-3'-nitro-phenyl)-4,5-dihydro-3(2H)-pyridazinone). As a reaction SMILES: [NH2:1][C:2]1[CH:14]=[CH:13][C:5]([C:6]([CH2:8][CH2:9][C:10](O)=[O:11])=O)=[CH:4][C:3]=1[N+:15]([O-:17])=[O:16].O.[NH2:19][NH2:20]>C(O)(=O)C>[NH2:1][C:2]1[CH:14]=[CH:13][C:5]([C:6]2[CH2:8][CH2:9][C:10](=[O:11])[NH:19][N:20]=2)=[CH:4][C:3]=1[N+:15]([O-:17])=[O:16] |f:1.2|. Procedure: 18.1 gm of 3-(4-amino-3-nitro-benzoyl)-propionic acid were reacted, as in Example 1a, with 18.1 gm of hydrazine hydrate in 200 ml of glacial acetic acid, yielding the desired compound which had a melting point above 330° C. Reactants: FC=1C=C(C=CC1CNS(=O)(=O)C)C(C(=O)OCC)C (ethyl 2-(3-fluoro-4-(methylsulfonamidomethyl)phenyl)propanoate), [OH-].[Li+] (lithium hydroxide). Solvent: O1CCCC1.O (tetrahydrofuran water). Conditions: time 12 hour. The product is FC=1C=C(C=CC1CNS(=O)(=O)C)C(C(=O)O)C (2-(3-fluoro-4-(methylsulfonamido-methyl)phenyl)propanoic acid). Yield: 86.0%. Reaction SMILES: [F:1][C:2]1[CH:3]=[C:4]([CH:14]([CH3:20])[C:15]([O:17]CC)=[O:16])[CH:5]=[CH:6][C:7]=1[CH2:8][NH:9][S:10]([CH3:13])(=[O:12])=[O:11].[OH-].[Li+]>O1CCCC1.O>[F:1][C:2]1[CH:3]=[C:4]([CH:14]([CH3:20])[C:15]([OH:17])=[O:16])[CH:5]=[CH:6][C:7]=1[CH2:8][NH:9][S:10]([CH3:13])(=[O:11])=[O:12] |f:1.2,3.4|. Reported procedure: The ethyl 2-(3-fluoro-4-(methylsulfonamidomethyl)phenyl)propanoate (12.5 g, 40.4 mmol) was dissolved in tetrahydrofuran-water mixture (120 mL, 2:1), lithium hydroxide (2.8 g, 121.1 mmol) was added and refluxing carried out for 12 h. After evaporation of the organic solvent under reduced pressure, the reaction mixture was extracted with diethyl ether (2×100 mL). The aqueous layer was acidified using 1 N HCl solution to pH=2 and extracted with dichloromethane (3×250 mL). The combined organic layer... The reactants are Cc1ccc(C(=O)NC2CC2)cc1NC(=O)c1cc(F)ccc1[N+](=O)[O-], [Cl-], [H-], [NH4+], [Na+], CN(C)C=O, CC(C)(C)OC(=O)N1CCC(O)CC1. The product is Cc1ccc(C(=O)NC2CC2)cc1NC(=O)c1cc(OC2CCN(C(=O)OC(C)(C)C)CC2)ccc1[N+](=O)[O-]. Reaction SMILES: [CH:1]1([NH:4][C:5](=[O:6])[c:7]2[cH:8][cH:9][c:10]([CH3:26])[c:11]([NH:13][C:14]([c:15]3[c:16]([N+:22](=[O:23])[O-:24])[cH:17][cH:18][c:19]([F:21])[cH:20]3)=[O:25])[cH:12]2)[CH2:2][CH2:3]1.[Cl-:43].[H-:41].[NH4+:44].[Na+:42].[O:45]=[CH:46][N:47]([CH3:48])[CH3:49].[OH:27][CH:28]1[CH2:29][CH2:30][N:31]([C:34](=[O:35])[O:36][C:37]([CH3:38])([CH3:39])[CH3:40])[CH2:32][CH2:33]1>>[CH:1]1([NH:4][C:5](=[O:6])[c:7]2[cH:8][cH:9][c:10]([CH3:26])[c:11]([NH:13][C:14]([c:15]3[c:16]([N+:22](=[O:23])[O-:24])[cH:17][cH:18][c:19]([O:27][CH:28]4[CH2:29][CH2:30][N:31]([C:34](=[O:35])[O:36][C:37]([CH3:38])([CH3:39])[CH3:40])[CH2:32][CH2:33]4)[cH:20]3)=[O:25])[cH:12]2)[CH2:2][CH2:3]1. Starting materials: CN(C)c1ccc(Br)cc1C(C)(C)C, [Li]CCCC, CN(C)C=O. Product: CN(C)c1ccc(C=O)cc1C(C)(C)C. As a reaction SMILES: [Br:1][c:2]1[cH:3][c:4]([C:11]([CH3:12])([CH3:13])[CH3:14])[c:5]([N:8]([CH3:9])[CH3:10])[cH:6][cH:7]1.[CH2:15]([Li:16])[CH2:17][CH2:18][CH3:19].[O:20]=[CH:21][N:22]([CH3:23])[CH3:24]>>[c:2]1([CH:21]=[O:20])[cH:3][c:4]([C:11]([CH3:12])([CH3:13])[CH3:14])[c:5]([N:8]([CH3:9])[CH3:10])[cH:6][cH:7]1. Reactants: C1CCOC1, COc1cc2c(Cl)ncnc2cc1OCc1ccncc1, [H-], O=C1Cc2ccccc2N1, [Na+], CN(C)C=O. Yields the product Cl, COc1cc2c(C3C(=O)Nc4ccccc43)ncnc2cc1OCc1ccncc1. RXN SMILES: [CH2:39]1[O:40][CH2:41][CH2:42][CH2:43]1.[Cl:13][c:14]1[n:15][cH:16][n:17][c:18]2[cH:19][c:20]([O:26][CH2:27][c:28]3[cH:29][cH:30][n:31][cH:32][cH:33]3)[c:21]([O:24][CH3:25])[cH:22][c:23]12.[H-:11].[NH:1]1[C:2](=[O:10])[CH2:3][c:4]2[cH:5][cH:6][cH:7][cH:8][c:9]21.[Na+:12].[O:34]=[CH:35][N:36]([CH3:37])[CH3:38]>>[ClH:13].[NH:1]1[C:2](=[O:10])[CH:3]([c:14]2[n:15][cH:16][n:17][c:18]3[cH:19][c:20]([O:26][CH2:27][c:28]4[cH:29][cH:30][n:31][cH:32][cH:33]4)[c:21]([O:24][CH3:25])[cH:22][c:23]23)[c:4]2[cH:5][cH:6][cH:7][cH:8][c:9]21.